This data is from the Open Reaction Database (ORD), a public repository of structured organic reaction records. The task is: describe an organic reaction: reactants, conditions, products, and yield Starting materials: O=[N+]([O-])c1ccc(Br)cc1, CC(C)(C)[O-], COCCOC, Cl[Cu], [K+], CN(C)C=O. Product: Nc1cc(Br)ccc1[N+](=O)[O-]. Reaction SMILES: [Br:7][c:8]1[cH:9][cH:10][c:11]([N+:14](=[O:15])[O-:16])[cH:12][cH:13]1.[CH3:1][C:2]([CH3:3])([O-:4])[CH3:5].[CH3:22][O:23][CH2:24][CH2:25][O:26][CH3:27].[Cl:28][Cu:29].[K+:6].[O:17]=[CH:18][N:19]([CH3:20])[CH3:21]>>[Br:7][c:8]1[cH:9][c:10]([NH2:19])[c:11]([N+:14](=[O:15])[O-:16])[cH:12][cH:13]1. Reactants: c1ccc(CN2CCNCC2)cc1, CC(=O)O, CSC1=Nc2ccc([N+](=O)[O-])cc2Nc2cscc21, O. Product: O=[N+]([O-])c1ccc2c(c1)Nc1cscc1C(N1CCN(Cc3ccccc3)CC1)=N2. Reaction SMILES: [CH2:21]([c:22]1[cH:23][cH:24][cH:25][cH:26][cH:27]1)[N:28]1[CH2:29][CH2:30][NH:31][CH2:32][CH2:33]1.[CH3:34][C:35](=[O:36])[OH:37].[N+:1](=[O:2])([O-:3])[c:4]1[cH:5][c:6]2[c:7]([cH:18][cH:19]1)[N:8]=[C:9]([S:16][CH3:17])[c:10]1[c:11]([cH:13][s:14][cH:15]1)[NH:12]2.[OH2:20]>>[N+:1](=[O:2])([O-:3])[c:4]1[cH:5][c:6]2[c:7]([cH:18][cH:19]1)[N:8]=[C:9]([N:31]1[CH2:30][CH2:29][N:28]([CH2:21][c:22]3[cH:23][cH:24][cH:25][cH:26][cH:27]3)[CH2:33][CH2:32]1)[c:10]1[c:11]([cH:13][s:14][cH:15]1)[NH:12]2. Starting materials: COCCO, CC(=O)c1ccc(F)cc1F, [H-], [Na+], C1CCOC1, O. The product is COCCOc1cc(F)ccc1C(C)=O. As a reaction SMILES: [CH3:1][O:2][CH2:3][CH2:4][OH:5].[F:8][c:9]1[c:10]([C:16]([CH3:17])=[O:18])[cH:11][cH:12][c:13]([F:15])[cH:14]1.[H-:6].[Na+:7].[O:20]1[CH2:21][CH2:22][CH2:23][CH2:24]1.[OH2:19]>>[CH3:1][O:2][CH2:3][CH2:4][O:5][c:9]1[c:10]([C:16]([CH3:17])=[O:18])[cH:11][cH:12][c:13]([F:15])[cH:14]1. Reactants: C(C)(C)N(CC)C(C)C (diisopropylethyl amine), CNC (dimethylamine), NC=1C=C(C=C(C1)Br)C(=O)C=1C=NC=CC1 ((3-amino-5-bromo-phenyl)-pyridin-3-yl-methanone), ClC(=O)OC1=CC=C(C=C1)[N+](=O)[O-] (4-nitrophenyl chloroformate). The solvent is C(Cl)Cl (methylene chloride), C1CCOC1 (THF), C(Cl)Cl (methylene chloride), N1=CC=CC=C1 (pyridine). Reaction conditions: time 8 hour. Yields the product BrC=1C=C(C=C(C1)C(=O)C=1C=NC=CC1)NC(N(C)C)=O (3-[3-bromo-5-(pyridine-3-carbonyl)-phenyl]-1,1-dimethyl-urea). RXN SMILES: [NH2:1][C:2]1[CH:3]=[C:4]([C:9]([C:11]2[CH:12]=[N:13][CH:14]=[CH:15][CH:16]=2)=[O:10])[CH:5]=[C:6]([Br:8])[CH:7]=1.ClC(OC1C=CC([N+]([O-])=O)=CC=1)=[O:19].[CH:30]([N:33]([CH:36](C)C)[CH2:34]C)(C)C.CNC>C(Cl)Cl.C1COCC1.N1C=CC=CC=1>[Br:8][C:6]1[CH:7]=[C:2]([NH:1][C:34](=[O:19])[N:33]([CH3:36])[CH3:30])[CH:3]=[C:4]([C:9]([C:11]2[CH:12]=[N:13][CH:14]=[CH:15][CH:16]=2)=[O:10])[CH:5]=1. Procedure details: To 0.2 g (3-amino-5-bromo-phenyl)-pyridin-3-yl-methanone (0.72 mmol) in 5 mL of methylene chloride was added 0.16 g of 4-nitrophenyl chloroformate (0.79 mmol) and 0.12 mL of pyridine. An additional 10 mL of methylene chloride was added, and the reaction was stirred for 3 hours at room temperature at which time 0.15 mL (0.866 mmol) diisopropylethyl amine and 0.873 mL (1.75 mmol) 2 N dimethylamine in THF were added. The reaction was stirred at ambient temperature overnight, then transferred to a s... The reactants are [N+](=[N-])=CC(=O)OCC (ethyl diazoacetate), C1(CCCCC1)O (cyclohexanol). Reagents/catalysts: CC(=O)O.CC(=O)O.CC(=O)O.CC(=O)O.[Rh].[Rh] (rhodium (II) acetate dimer). Run in CCOCC (Et2O), ClCCl (dichloromethane). Conditions: time 20 minute. Product: C(C)OC(COC1CCCCC1)=O (Cyclohexyloxyacetic acid ethyl ester). Isolated yield 887.3%. As a reaction SMILES: [CH:1]1([OH:7])[CH2:6][CH2:5][CH2:4][CH2:3][CH2:2]1.[N+](=[CH:10][C:11]([O:13][CH2:14][CH3:15])=[O:12])=[N-]>ClCCl.CCOCC.CC(O)=O.CC(O)=O.CC(O)=O.CC(O)=O.[Rh].[Rh]>[CH2:14]([O:13][C:11](=[O:12])[CH2:10][O:7][CH:1]1[CH2:6][CH2:5][CH2:4][CH2:3][CH2:2]1)[CH3:15] |f:4.5.6.7.8.9|. Procedure details: To a solution of cyclohexanol (1.0 g, 0.95 mmol) in dichloromethane (30 mL) is added rhodium (II) acetate dimer (44 mg) followed by ethyl diazoacetate (1.14 g, 10.0 mmol). The reaction mixture is stirred at RT for 20 min. The reaction mixture is diluted with Et2O, filtered through Celite, and the filtrate is evaporated and the residue is vacuum distilled at 150° C. to give 1.57 g of the product 407. 1H NMR (CDCl3) δ 4.23 (q, 2H), 4.10 (s, 2H), 3.33 (m, 1H), 1.93 (m, 2H), 1.74 (m, 2H), 1.54 (m, 1... The reactants are BrC=1C=C(C=NC1)C1(CCOCC1)O (4-(5-bromo-pyridin-3-yl)-tetrahydro-pyran-4-ol), C(=O)([O-])[O-].[Na+].[Na+] (Na2CO3), CC1(OB(OC1(C)C)C=1C=C2CCCN(C2=NC1)C(=O)N)C (6-(4,4,5,5-tetramethyl-[1,3,2]dioxaborolan-2-yl)-3,4-dihydro-2H-[1,8]naphthyridine-1-carboxylic acid amide), O (H2O). Reagents/catalysts: C1=CC=C(C=C1)P(C2=CC=CC=C2)[C]3[CH][CH][CH][CH]3.C1=CC=C(C=C1)P(C2=CC=CC=C2)[C]3[CH][CH][CH][CH]3.Cl[Pd]Cl.[Fe] (PdCl2(DPPF)). Solvent: CCOC(=O)C (EtOAc). Reaction conditions: temperature 80 celsius. The product is OC1(CCOCC1)C=1C=C(C=NC1)C=1C=C2CCCN(C2=NC1)C(=O)N (6-[5-(4-Hydroxy-tetrahydro-pyran-4-yl)-pyridin-3-yl]-3,4-dihydro-2H-[1,8]naphthyridine-1-carboxylic acid amide). Reaction SMILES: CC1(C)C(C)(C)OB([C:9]2[CH:10]=[C:11]3[C:16](=[N:17][CH:18]=2)[N:15]([C:19]([NH2:21])=[O:20])[CH2:14][CH2:13][CH2:12]3)O1.Br[C:24]1[CH:25]=[C:26]([C:30]2([OH:36])[CH2:35][CH2:34][O:33][CH2:32][CH2:31]2)[CH:27]=[N:28][CH:29]=1.C([O-])([O-])=O.[Na+].[Na+].O>CCOC(C)=O.C1C=CC(P([C]2[CH][CH][CH][CH]2)C2C=CC=CC=2)=CC=1.C1C=CC(P([C]2[CH][CH][CH][CH]2)C2C=CC=CC=2)=CC=1.Cl[Pd]Cl.[Fe]>[OH:36][C:30]1([C:26]2[CH:25]=[C:24]([C:9]3[CH:10]=[C:11]4[C:16](=[N:17][CH:18]=3)[N:15]([C:19]([NH2:21])=[O:20])[CH2:14][CH2:13][CH2:12]4)[CH:29]=[N:28][CH:27]=2)[CH2:31][CH2:32][O:33][CH2:34][CH2:35]1 |f:2.3.4,7.8.9.10,^1:54,55,56,57,58,72,73,74,75,76|. Procedure: To the crude 6-(4,4,5,5-tetramethyl-[1,3,2]dioxaborolan-2-yl)-3,4-dihydro-2H-[1,8]naphthyridine-1-carboxylic acid amide (0.21 mmol, which is prepared according to the procedure for Step 3 of Example 16) is added 4-(5-bromo-pyridin-3-yl)-tetrahydro-pyran-4-ol (65.9 mg, 0.26 mmol), PdCl2(DPPF) (7.8 mg, 0.01 mmol) and Na2CO3 (45.1 mg, 0.43 mmol). 0.1 mL of H2O is added and the mixture is heated for 2 hrs at 80° C. The mixture is diluted with 50 mL EtOAc, quenched with 20 mL of saturated aqueous NH4... RXN SMILES: [Br:1][c:2]1[n:3][nH:4][c:5]2[cH:6][c:7]([C:11](=[O:12])[OH:13])[cH:8][cH:9][c:10]12.[CH2:33]([Cl:34])[Cl:35].[CH3:22][N:23]([CH3:24])[CH2:25][CH2:26][CH2:27][N:28]=[C:29]=[N:30][CH2:31][CH3:32].[CH3:36][N:37]([CH3:38])[c:39]1[cH:40][cH:41][n:42][cH:43][cH:44]1.[CH3:45][CH2:46][O:47][C:48](=[O:49])[CH3:50].[CH3:51][N:52]([CH3:53])[CH:54]=[O:55].[CH:14]1([CH2:19][NH2:20])[CH2:15][CH2:16][CH2:17][CH2:18]1.[ClH:21]>>[Br:1][c:2]1[n:3][nH:4][c:5]2[cH:6][c:7]([C:11](=[O:13])[NH:20][CH2:19][CH:14]3[CH2:15][CH2:16][CH2:17][CH2:18]3)[cH:8][cH:9][c:10]12. The product is O=C(NCC1CCCC1)c1ccc2c(Br)n[nH]c2c1. Starting materials: O=C(O)c1ccc2c(Br)n[nH]c2c1, ClCCl, CCN=C=NCCCN(C)C, CN(C)c1ccncc1, CCOC(C)=O, CN(C)C=O, NCC1CCCC1, Cl. Starting materials: OCCc1cccc(Br)n1, CI, CCOC(C)=O, [H-], [Na+], C1CCOC1, O. Yields the product COCCc1cccc(Br)n1. RXN SMILES: [Br:3][c:4]1[cH:5][cH:6][cH:7][c:8]([CH2:10][CH2:11][OH:12])[n:9]1.[CH3:13][I:14].[CH3:21][CH2:22][O:23][C:24](=[O:25])[CH3:26].[H-:1].[Na+:2].[O:16]1[CH2:17][CH2:18][CH2:19][CH2:20]1.[OH2:15]>>[Br:3][c:4]1[cH:5][cH:6][cH:7][c:8]([CH2:10][CH2:11][O:12][CH3:13])[n:9]1.